From a dataset of the Open Reaction Database (ORD), a public repository of structured organic reaction records. describe an organic reaction: reactants, conditions, products, and yield The reactants are C1CCOC1, CSC(c1cc(F)c(C#N)cc1F)S(C)=O, O, O=S(=O)(O)O. The product is N#Cc1cc(F)c(C=O)cc1F. As a reaction SMILES: [CH2:23]1[O:24][CH2:25][CH2:26][CH2:27]1.[F:1][c:2]1[c:3]([C:4]#[N:5])[cH:6][c:7]([F:16])[c:8]([CH:10]([S:11]([CH3:12])=[O:13])[S:14][CH3:15])[cH:9]1.[OH2:22].[S:17]([OH:18])(=[O:19])(=[O:20])[OH:21]>>[F:1][c:2]1[c:3]([C:4]#[N:5])[cH:6][c:7]([F:16])[c:8]([CH:10]=[O:18])[cH:9]1. Reactants: CSc1nc(CCCl)c(-c2ccc(F)cc2)[nH]1, CO, CCN(C(C)C)C(C)C, Fc1ccc2c(c1)nnn2C1CCNCC1. The product is CSc1nc(-c2ccc(F)cc2)c(CCN2CCC(n3nnc4cc(F)ccc43)CC2)[nH]1. RXN SMILES: [CH3:1][S:2][c:3]1[nH:4][c:5](-[c:11]2[cH:12][cH:13][c:14]([F:17])[cH:15][cH:16]2)[c:6]([CH2:8][CH2:9][Cl:10])[n:7]1.[CH3:43][OH:44].[CH:34]([N:35]([CH:36]([CH3:37])[CH3:38])[CH2:39][CH3:40])([CH3:41])[CH3:42].[F:18][c:19]1[cH:20][c:21]2[c:22]([n:23]([CH:26]3[CH2:27][CH2:28][NH:29][CH2:30][CH2:31]3)[n:24][n:25]2)[cH:32][cH:33]1>>[CH3:1][S:2][c:3]1[n:4][c:5](-[c:11]2[cH:12][cH:13][c:14]([F:17])[cH:15][cH:16]2)[c:6]([CH2:8][CH2:9][N:29]2[CH2:28][CH2:27][CH:26]([n:23]3[c:22]4[c:21]([cH:20][c:19]([F:18])[cH:33][cH:32]4)[n:25][n:24]3)[CH2:31][CH2:30]2)[nH:7]1. The reactants are material, C(=O)(O)[O-].[Na+] (NaHCO3), C(C)(C)(C)OC(CC(=O)C1=CC(=CC=C1)C=1C=NC(=CC1)N)=O (3-[3-(6-Amino-pyridin-3-yl)-phenyl]-3-oxo-propionic acid tert-butyl ester), CC(C)(C)OC(=O)OC(=O)OC(C)(C)C (Boc2O), C(C)(C)(C)OC(NC1=C(C=C(C(=C1)C)C(F)(F)F)N)=O ((2-amino-5-methyl-4-trifluoromethyl-phenyl)-carbamic acid tert-butyl ester). The reagents and catalysts are CN(C)C=1C=CN=CC1 (DMAP). The solvent is C1CCOC1 (THF), C1(=CC=CC=C1)C (toluene). Reaction conditions: temperature 23 celsius, time 26.5 hour. Yields the product NC1=CC=C(C=N1)C=1C=C(C=CC1)C1=NC2=C(NC(C1)=O)C=C(C(=C2)C)C(F)(F)F (4-[3-(6-Amino-pyridin-3-yl)-phenyl]-7-methyl-8-trifluoromethyl-1,3-dihydro-benzo[b][1,4]diazepin-2-one), solid. Reaction SMILES: C(O[C:6](=[O:23])[CH2:7][C:8]([C:10]1[CH:15]=[CH:14][CH:13]=[C:12]([C:16]2[CH:17]=[N:18][C:19]([NH2:22])=[CH:20][CH:21]=2)[CH:11]=1)=O)(C)(C)C.CC(OC(OC(OC(C)(C)C)=O)=O)(C)C.C([O-])(O)=O.[Na+].C(OC(=O)[NH:50][C:51]1[CH:56]=[C:55]([CH3:57])[C:54]([C:58]([F:61])([F:60])[F:59])=[CH:53][C:52]=1[NH2:62])(C)(C)C>CN(C1C=CN=CC=1)C.C1COCC1.C1(C)C=CC=CC=1>[NH2:22][C:19]1[N:18]=[CH:17][C:16]([C:12]2[CH:11]=[C:10]([C:8]3[CH2:7][C:6](=[O:23])[NH:62][C:52]4[CH:53]=[C:54]([C:58]([F:59])([F:60])[F:61])[C:55]([CH3:57])=[CH:56][C:51]=4[N:50]=3)[CH:15]=[CH:14][CH:13]=2)=[CH:21][CH:20]=1 |f:2.3|. Procedure: The title compound was prepared by the following sequence: 1.) To a solution of 3-[3-(6-Amino-pyridin-3-yl)-phenyl]-3-oxo-propionic acid tert-butyl ester (Example K25) (1.0 g, 3.2 mmol) and DMAP (8 mg, 0.064 mmol) in THF (6.4 mL) was added Boc2O (699 mg, 3.2 mmol) and mixture was stirred for 26.5 h at 23° C., poured onto sat. NaHCO3-solution (20 mL), extracted with EtOAc (twice 25 mL). The combined organic layers were washed with 0.5 M HCl (20 mL) and brine (20 mL), dried over Na2SO4. Removal of...